This data is from the Open Reaction Database (ORD), a public repository of structured organic reaction records. The task is: describe an organic reaction: reactants, conditions, products, and yield The product is CC1CC=2C=C(N(C2CC1)C=1C=C(C(=O)O)C=CC1)C1=CC=CC=C1 (3-(5-methyl-2-phenyl-4,5,6,7-tetrahydro-1H-indol-1-yl)benzoic acid). Reported procedure: Following the general methods as outlined under Intermediate 13, starting from 4-methyl-2-(2-oxo-2-phenylethyl)cyclohexanone and 3-aminobenzoic acid, the title compound was isolated in 69% yield (98% purity by HPLC). MS(ESI+): 332.4; MS(ESI−): 330.6. RXN SMILES: [CH3:1][CH:2]1[CH2:7][CH2:6][C:5](=O)[CH:4]([CH2:9][C:10](=O)[C:11]2[CH:16]=[CH:15][CH:14]=[CH:13][CH:12]=2)[CH2:3]1.[NH2:18][C:19]1[CH:20]=[C:21]([CH:25]=[CH:26][CH:27]=1)[C:22]([OH:24])=[O:23]>>[CH3:1][CH:2]1[CH2:7][CH2:6][C:5]2[N:18]([C:19]3[CH:20]=[C:21]([CH:25]=[CH:26][CH:27]=3)[C:22]([OH:24])=[O:23])[C:10]([C:11]3[CH:16]=[CH:15][CH:14]=[CH:13][CH:12]=3)=[CH:9][C:4]=2[CH2:3]1. Isolated yield 69.0%. The reactants are Intermediate 13, CC1CC(C(CC1)=O)CC(C1=CC=CC=C1)=O (4-methyl-2-(2-oxo-2-phenylethyl)cyclohexanone), NC=1C=C(C(=O)O)C=CC1 (3-aminobenzoic acid). Procedure details: (RK1-1-39) I This compound was prepared according to the procedure described for compound 12a except using 11h to obtain the required product as an orange-brown solid in (169 mg, 66%). Mp: not determined; 1H NMR (400 MHz, CDCl3) δ 7.50 (d, J=8.4 Hz, 1H), 6.99 (t, J=7.8 Hz, 1H), 6.82 (br s, 1H), 6.79-6.73 (m, 2H), 6.65 (br s, 1H), 6.11 (d, J=2.0 Hz, 1H), 6.09 (s, 1H), 3.99 (br s, 2H), 3.86 (s, 3H), 2.18 (s, 3H). Reaction SMILES: N[C:2]1C=CC(S(NC2C=CC=CC=2C)(=O)=O)=CC=1.[CH3:19][O:20][C:21]1[CH:26]=[C:25]([N+:27]([O-])=O)[CH:24]=[CH:23][C:22]=1[S:30]([NH:33][C:34]1[CH:39]=[CH:38][CH:37]=[CH:36][C:35]=1C)(=[O:32])=[O:31]>>[NH2:27][C:25]1[CH:24]=[CH:23][C:22]([S:30]([NH:33][C:34]2[CH:35]=[C:36]([CH3:2])[CH:37]=[CH:38][CH:39]=2)(=[O:31])=[O:32])=[C:21]([O:20][CH3:19])[CH:26]=1. Starting materials: NC1=CC=C(C=C1)S(=O)(=O)NC1=C(C=CC=C1)C (4-Amino-N-o-tolyl-benzenesulfonamide), COC1=C(C=CC(=C1)[N+](=O)[O-])S(=O)(=O)NC1=C(C=CC=C1)C (2-Methoxy-4-nitro-N-o-tolyl-benzenesulfonamide). Product: NC1=CC(=C(C=C1)S(=O)(=O)NC=1C=C(C=CC1)C)OC (4-amino-2-methoxy-N-m-tolyl-benzenesulfonamide). Reactants: NC=1C(=NC=CC1)C1=CC=C(C(=O)NC2=CC=C(C=C2)C(C)(C)C)C=C1 (4-(3-amino-2-pyridinyl)-N-(4-tert-butylphenyl)benzamide), ClC(=O)OC (methyl chloroformate), C(=O)([O-])[O-].[K+].[K+] (K2CO3). The product is C(C)(C)(C)C1=CC=C(C=C1)NC(=O)C1=CC=C(C=C1)C1=NC=CC=C1NC(OC)=O (Methyl 2-(4-{[(4-tert-butylphenyl)amino]carbonyl}phenyl)-3-pyridinylcarbamate). RXN SMILES: [NH2:1][C:2]1[C:3]([C:8]2[CH:26]=[CH:25][C:11]([C:12]([NH:14][C:15]3[CH:20]=[CH:19][C:18]([C:21]([CH3:24])([CH3:23])[CH3:22])=[CH:17][CH:16]=3)=[O:13])=[CH:10][CH:9]=2)=[N:4][CH:5]=[CH:6][CH:7]=1.Cl[C:28]([O:30][CH3:31])=[O:29].C([O-])([O-])=O.[K+].[K+]>COCCOC>[C:21]([C:18]1[CH:19]=[CH:20][C:15]([NH:14][C:12]([C:11]2[CH:10]=[CH:9][C:8]([C:3]3[C:2]([NH:1][C:28](=[O:29])[O:30][CH3:31])=[CH:7][CH:6]=[CH:5][N:4]=3)=[CH:26][CH:25]=2)=[O:13])=[CH:16][CH:17]=1)([CH3:22])([CH3:23])[CH3:24] |f:2.3.4|. Procedure: The product from Example 3 (500 mg, 1.45 mmol), methyl chloroformate (0.43 mL, 5.56 mmol), and K2CO3 (1.15 g, 8.33 mmol) were heated in DME (8 mL) at 65° C. for 24 hours. The mixture was allowed to cool to room temperature, concentrated under reduced pressure, and the residue was taken up in ethyl acetate (50 mL). The ethyl acetate was washed with H2O (3×15 mL) and brine (15 mL), dried over Na2SO4, filtered, and the filtrate concentrated under reduced pressure. The residue was purified by column... The solvent is COCCOC (DME). The reactants are O=C([O-])[O-], CN(C)C=O, O=S(=O)(OCC(F)(F)F)C(F)(F)F, [K+], [K+], Cc1nc(N2CCc3ccccc3CC2)c(C#N)c(=O)n1O. The product is Cc1nc(N2CCc3ccccc3CC2)c(C#N)c(=O)n1OCC(F)(F)F. As a reaction SMILES: [C:36](=[O:37])([O-:38])[O-:39].[CH3:42][N:43]([CH3:44])[CH:45]=[O:46].[F:23][C:24]([F:25])([F:26])[S:27]([O:28][CH2:29][C:30]([F:31])([F:32])[F:33])(=[O:34])=[O:35].[K+:40].[K+:41].[OH:1][n:2]1[c:3]([CH3:22])[n:4][c:5]([N:11]2[CH2:12][CH2:13][c:14]3[c:15]([cH:18][cH:19][cH:20][cH:21]3)[CH2:16][CH2:17]2)[c:6]([C:9]#[N:10])[c:7]1=[O:8]>>[O:1]([n:2]1[c:3]([CH3:22])[n:4][c:5]([N:11]2[CH2:12][CH2:13][c:14]3[c:15]([cH:18][cH:19][cH:20][cH:21]3)[CH2:16][CH2:17]2)[c:6]([C:9]#[N:10])[c:7]1=[O:8])[CH2:29][C:30]([F:31])([F:32])[F:33].